This data is from the Open Reaction Database (ORD), a public repository of structured organic reaction records. The task is: describe an organic reaction: reactants, conditions, products, and yield Starting materials: Fc1ccc(-c2nc(-c3cc(F)cc(Br)c3)no2)nc1, OCCCO, COCCOC, ClCCl, [Na+], [Na+], O=C([O-])[O-], c1ccc(P(c2ccccc2)(c2ccccc2)[Pd](P(c2ccccc2)(c2ccccc2)c2ccccc2)(P(c2ccccc2)(c2ccccc2)c2ccccc2)P(c2ccccc2)(c2ccccc2)c2ccccc2)cc1, OB(O)c1cccnc1. The product is Fc1ccc(-c2nc(-c3cc(F)cc(-c4cccnc4)c3)no2)nc1. Reaction SMILES: [Br:1][c:2]1[cH:3][c:4](-[c:9]2[n:10][o:11][c:12](-[c:14]3[n:15][cH:16][c:17]([F:20])[cH:18][cH:19]3)[n:13]2)[cH:5][c:6]([F:8])[cH:7]1.[CH2:21]([OH:22])[CH2:23][CH2:24][OH:25].[CH3:35][O:36][CH2:37][CH2:38][O:39][CH3:40].[Cl:47][CH2:48][Cl:49].[Na+:41].[Na+:42].[O-:43][C:44](=[O:45])[O-:46].[cH:50]1[cH:51][cH:52][c:53]([P:54]([Pd:55]([P:56]([c:57]2[cH:58][cH:59][cH:60][cH:61][cH:62]2)([c:63]2[cH:64][cH:65][cH:66][cH:67][cH:68]2)[c:69]2[cH:70][cH:71][cH:72][cH:73][cH:74]2)([P:75]([c:76]2[cH:77][cH:78][cH:79][cH:80][cH:81]2)([c:82]2[cH:83][cH:84][cH:85][cH:86][cH:87]2)[c:88]2[cH:89][cH:90][cH:91][cH:92][cH:93]2)[P:94]([c:95]2[cH:96][cH:97][cH:98][cH:99][cH:100]2)([c:101]2[cH:102][cH:103][cH:104][cH:105][cH:106]2)[c:107]2[cH:108][cH:109][cH:110][cH:111][cH:112]2)([c:113]2[cH:114][cH:115][cH:116][cH:117][cH:118]2)[c:119]2[cH:120][cH:121][cH:122][cH:123][cH:124]2)[cH:125][cH:126]1.[n:26]1[cH:27][c:28]([B:32]([OH:33])[OH:34])[cH:29][cH:30][cH:31]1>>[c:2]1(-[c:28]2[cH:27][n:26][cH:31][cH:30][cH:29]2)[cH:3][c:4](-[c:9]2[n:10][o:11][c:12](-[c:14]3[n:15][cH:16][c:17]([F:20])[cH:18][cH:19]3)[n:13]2)[cH:5][c:6]([F:8])[cH:7]1.